describe an organic reaction: reactants, conditions, products, and yield From a dataset of the Open Reaction Database (ORD), a public repository of structured organic reaction records. Starting materials: N(=[N+]=[N-])CC=1C=C(C(=O)OC)C=C(C1)CN=[N+]=[N-] (methyl 3,5-bis(azidomethyl)benzoate). Reagents/catalysts: [Pd] (Pd on carbon). Run in CO (methanol). Run at time 12 hour. Yields the product NCC=1C=C(C(=O)OC)C=C(C1)CN (methyl 3,5-bis(aminomethyl)benzoate). Isolated yield 98.8%. RXN SMILES: [N:1]([CH2:4][C:5]1[CH:6]=[C:7]([CH:12]=[C:13]([CH2:15][N:16]=[N+]=[N-])[CH:14]=1)[C:8]([O:10][CH3:11])=[O:9])=[N+]=[N-]>CO.[Pd]>[NH2:1][CH2:4][C:5]1[CH:6]=[C:7]([CH:12]=[C:13]([CH2:15][NH2:16])[CH:14]=1)[C:8]([O:10][CH3:11])=[O:9]. Procedure: A stirred suspension of crude 10 (0.77 g) and 10% Pd on carbon (0.07 g) in methanol (5 mL) was degassed at room temperature and then subjected to 1 atm of hydrogen gas via inflated balloon for 12 h. Excess hydrogen was removed under vacuum and the reaction vessel was purged with argon. The reaction mixture was filtered through filter agent Celatom FW-14 with methanol washings to remove catalyst. The filtrate was concentrated under reduced pressure to provide 0.60 g of methyl 3,5-bis(aminomethyl)... Starting materials: C(C)(C)(C)OC(CC1(N2C(C3=CC=CC=C13)=NC=C2)C2=CC=C(C=C2)Br)=O (tert-butyl[5-(4-bromophenyl)-5H-imidazo[2,1-a]isoindol-5-yl]acetate), FC(C(=O)O)(F)F (trifluoroacetic acid). Solvent: C(Cl)Cl (CH2Cl2). Reaction conditions: time 6 hour. Product: FC(C(=O)[O-])(F)F.BrC1=CC=C(C=C1)C1(N2C(C3=CC=CC=C13)=[NH+]C=C2)CC(=O)O (5-(4-bromophenyl)-5-(carboxymethyl)-5H-imidazo[2,1-a]isoindol-1-ium trifluoroacetate). Reaction SMILES: C([O:5][C:6](=[O:27])[CH2:7][C:8]1([C:20]2[CH:25]=[CH:24][C:23]([Br:26])=[CH:22][CH:21]=2)[C:16]2[C:11](=[CH:12][CH:13]=[CH:14][CH:15]=2)[C:10]2=[N:17][CH:18]=[CH:19][N:9]12)(C)(C)C.[F:28][C:29]([F:34])([F:33])[C:30]([OH:32])=[O:31]>C(Cl)Cl>[F:28][C:29]([F:34])([F:33])[C:30]([O-:32])=[O:31].[Br:26][C:23]1[CH:24]=[CH:25][C:20]([C:8]2([CH2:7][C:6]([OH:27])=[O:5])[C:16]3[C:11](=[CH:12][CH:13]=[CH:14][CH:15]=3)[C:10]3=[NH+:17][CH:18]=[CH:19][N:9]23)=[CH:21][CH:22]=1 |f:3.4|. Procedure: To a solution of tert-butyl[5-(4-bromophenyl)-5H-imidazo[2,1-a]isoindol-5-yl]acetate (3.22 g) in CH2Cl2 (10 mL) was added trifluoroacetic acid (10 mL). The reaction mixture was concentrated after stirring at room temperature for 6 h. The viscous material was dissolved in MeCN-water and lyophilized to a sticky solid. This material when dissolved and concentrated from toluene (3×) afforded the title compound as a white solid. Mass. found (M+H)+, 371.0. Reaction SMILES: [Br:1][c:2]1[c:3]([Cl:8])[n:4][cH:5][cH:6][cH:7]1.[C:17](=[O:18])([O-:19])[O-:20].[CH3:23][S:24]([CH3:25])=[O:26].[Cs+:21].[Cs+:22].[NH2:9][c:10]1[cH:11][cH:12][c:13]([OH:14])[cH:15][cH:16]1.[OH2:27]>>[Br:1][c:2]1[c:3]([O:14][c:13]2[cH:12][cH:11][c:10]([NH2:9])[cH:16][cH:15]2)[n:4][cH:5][cH:6][cH:7]1. Reactants: Clc1ncccc1Br, O=C([O-])[O-], CS(C)=O, [Cs+], [Cs+], Nc1ccc(O)cc1, O. Yields the product Nc1ccc(Oc2ncccc2Br)cc1. Starting materials: 31B, C(C)OC(CCC1=C(C=C(C=C1)O)OC)=O (3-(4-hydroxy-2-methoxy-phenyl)-propionic acid ethyl ester), ClCC=1C(=NC(=CC1)C1=CC=C(C=C1)C(F)(F)F)C (3-chloromethyl-2-methyl-6-(4-trifluoromethyl-phenyl)-pyridine). The product is C(C)OC(CCC1=C(C=C(C=C1)OCC=1C(=NC(=CC1)C1=CC=C(C=C1)C(F)(F)F)C)OC)=O (3-{2-methoxy-4-[2-methyl-6-(4-trifluoromethyl-phenyl)-pyridin-3-ylmethoxy]-phenyl}-propionic acid ethyl ester). As a reaction SMILES: [CH2:1]([O:3][C:4](=[O:16])[CH2:5][CH2:6][C:7]1[CH:12]=[CH:11][C:10]([OH:13])=[CH:9][C:8]=1[O:14][CH3:15])[CH3:2].Cl[CH2:18][C:19]1[C:20]([CH3:35])=[N:21][C:22]([C:25]2[CH:30]=[CH:29][C:28]([C:31]([F:34])([F:33])[F:32])=[CH:27][CH:26]=2)=[CH:23][CH:24]=1>>[CH2:1]([O:3][C:4](=[O:16])[CH2:5][CH2:6][C:7]1[CH:12]=[CH:11][C:10]([O:13][CH2:18][C:19]2[C:20]([CH3:35])=[N:21][C:22]([C:25]3[CH:26]=[CH:27][C:28]([C:31]([F:34])([F:32])[F:33])=[CH:29][CH:30]=3)=[CH:23][CH:24]=2)=[CH:9][C:8]=1[O:14][CH3:15])[CH3:2]. Reported procedure: In analogy to the procedures described in examples 8A] and 31B], 3-(4-hydroxy-2-methoxy-phenyl)-propionic acid ethyl ester was reacted with 3-chloromethyl-2-methyl-6-(4-trifluoromethyl-phenyl)-pyridine (example 1N]) to give 3-{2-methoxy-4-[2-methyl-6-(4-trifluoromethyl-phenyl)-pyridin-3-ylmethoxy]-phenyl}-propionic acid ethyl ester, which was subsequently saponified to yield the title compound as colorless solid. As a reaction SMILES: [C:1]([CH2:2][CH2:3][CH2:4][CH2:5][CH2:6][CH2:7][CH3:8])(=[O:9])[N:10]([CH2:11][CH2:12][C:13](=[O:14])[OH:15])[CH3:16].[CH:22]([CH3:23])([CH3:24])[OH:25].[S:17](=[O:18])(=[O:19])([OH:20])[OH:21]>>[C:1]([CH2:2][CH2:3][CH2:4][CH2:5][CH2:6][CH2:7][CH3:8])(=[O:9])[N:10]([CH2:11][CH2:12][C:13]([O:14][CH:22]([CH3:23])[CH3:24])=[O:15])[CH3:16]. The product is CCCCCCCC(=O)N(C)CCC(=O)OC(C)C. The reactants are CCCCCCCC(=O)N(C)CCC(=O)O, CC(C)O, O=S(=O)(O)O. The product is C(C)OC(=O)C=1C=NN2C1N=CC(=C2C2CCCCC2)Br (6-bromo-7-cyclohexyl-pyrazolo[1,5-α]pyrimidine-3-carboxylic acid ethyl ester). RXN SMILES: C[N:2]([C:4](/[C:6](/[Br:14])=[CH:7]/[CH:8]1[CH2:13][CH2:12][CH2:11][CH2:10][CH2:9]1)=O)[CH3:3].[CH2:15]([O:17][C:18]([C:20]1[C:21](N)=[N:22][NH:23]C=1)=[O:19])[CH3:16].Br>C(O)C.C(O)(=O)C>[CH2:15]([O:17][C:18]([C:20]1[CH:21]=[N:22][N:23]2[C:7]([CH:8]3[CH2:9][CH2:10][CH2:11][CH2:12][CH2:13]3)=[C:6]([Br:14])[CH:4]=[N:2][C:3]=12)=[O:19])[CH3:16]. Yield: 27.1%. The solvent is C(C)O (ethanol), C(C)(=O)O (acetic acid). Reported procedure: To a mixture of 1.69 g (6.50 mmol) of 2-bromo-1-cyclohexyl-3-dimethylamino-propenone and 1.01 g (6.50 mmol) of 3-amino-1H-pyrazole-4-carboxylic acid ethyl ester in 6 mL of ethanol was added 1.0 mL of 30% hydrogen bromide in acetic acid solution, and the resulting mixture was heated at reflux for 1 h. Then the reaction mixture was cooled to rt and concentrated to give a residue which was chromatographed on silica gel (gradient elution with dichloromethane to 25% ethyl acetate in dichloromethane) ... Starting materials: CN(C)C(=O)/C(=C/C1CCCCC1)/Br (2-bromo-1-cyclohexyl-3-dimethylamino-propenone), C(C)OC(=O)C=1C(=NNC1)N (3-amino-1H-pyrazole-4-carboxylic acid ethyl ester), Br (hydrogen bromide). The reactants are Cl.CN1N=C(C(=C1)NC(C1=C(C=CC(=C1)F)NC(C1=C(C=C(C=C1)N1CCCC1)OC1CCN(CC1)C)=O)=O)C (N-(1,3-dimethylpyrazol-4-yl)-5-fluoro-2-[2-(1-methylpiperidin-4-yloxy)-4-(pyrrolidin-1-yl)benzoylamino]benzamide hydrochloride), FC=1C=CC2=C(C(OC(=N2)C2=C(C=C(C=C2)N2CCCC2)OC2CCN(CC2)C)=O)C1 (6-fluoro-2-[4-(pyrrolidin-1-yl)-2-(1-methylpiperidin-4-yloxy)phenyl]-4H-3,1-benzoxazin-4-one), NC1=CC(=NN1C)C (5-amino-1,3-dimethylpyrazole). The product is CN1N=C(C(=C1)NC(C1=C(C=CC(=C1)F)NC(C1=C(C=C(C=C1)N1CCCC1)OC1CCN(CC1)C)=O)=O)C (N-(1,3-Dimethylpyrazol-4-yl)-5-fluoro-2-[2-(1-methylpiperidin-4-yloxy)-4-(pyrrolidin-1-yl)benzoylamino]benzamide). As a reaction SMILES: Cl.[CH3:2][N:3]1[CH:7]=[C:6]([NH:8][C:9](=[O:39])[C:10]2[CH:15]=[C:14]([F:16])[CH:13]=[CH:12][C:11]=2[NH:17][C:18](=[O:38])[C:19]2[CH:24]=[CH:23][C:22]([N:25]3[CH2:29][CH2:28][CH2:27][CH2:26]3)=[CH:21][C:20]=2[O:30][CH:31]2[CH2:36][CH2:35][N:34]([CH3:37])[CH2:33][CH2:32]2)[C:5]([CH3:40])=[N:4]1.FC1C=CC2N=C(C3C=CC(N4CCCC4)=CC=3OC3CCN(C)CC3)OC(=O)C=2C=1.NC1N(C)N=C(C)C=1>>[CH3:2][N:3]1[CH:7]=[C:6]([NH:8][C:9](=[O:39])[C:10]2[CH:15]=[C:14]([F:16])[CH:13]=[CH:12][C:11]=2[NH:17][C:18](=[O:38])[C:19]2[CH:24]=[CH:23][C:22]([N:25]3[CH2:26][CH2:27][CH2:28][CH2:29]3)=[CH:21][C:20]=2[O:30][CH:31]2[CH2:36][CH2:35][N:34]([CH3:37])[CH2:33][CH2:32]2)[C:5]([CH3:40])=[N:4]1 |f:0.1|. Procedure details: Using methods substantially equivalent to those described in Example 118, N-(1,3-dimethylpyrazol-4-yl)-5-fluoro-2-[2-(1-methylpiperidin-4-yloxy)-4-(pyrrolidin-1-yl)benzoylamino]benzamide hydrochloride was prepared from 6-fluoro-2-[4-(pyrrolidin-1-yl)-2-(1-methylpiperidin-4-yloxy)phenyl]-4H-3,1-benzoxazin-4-one and 5-amino-1,3-dimethylpyrazole. Product: Cl.N1=CC=C(C=C1)N1CCC(CC1)C(=O)NC1=C(C(=O)NC2=CC(=CC=C2)F)C=CC=C1 (2-[[1-(4-Pyridyl)piperidin-4-ylcarbonyl]amino]-N-(3-fluorophenyl)benzamide hydrochloride). Yield: 68.0%. Reactants: FC=1C=C(C=CC1)NC(C1=C(C=CC=C1)N)=O (N-(3-fluorophenyl)-2-aminobenzamide), N1=CC=C(C=C1)N1CCC(C(=O)Cl)CC1 (N-(4-pyridyl)isonipecotoyl chloride). Reaction SMILES: [F:1][C:2]1[CH:3]=[C:4]([NH:8][C:9](=[O:17])[C:10]2[CH:15]=[CH:14][CH:13]=[CH:12][C:11]=2[NH2:16])[CH:5]=[CH:6][CH:7]=1.[N:18]1[CH:23]=[CH:22][C:21]([N:24]2[CH2:32][CH2:31][CH:27]([C:28]([Cl:30])=[O:29])[CH2:26][CH2:25]2)=[CH:20][CH:19]=1>>[ClH:30].[N:18]1[CH:23]=[CH:22][C:21]([N:24]2[CH2:25][CH2:26][CH:27]([C:28]([NH:16][C:11]3[CH:12]=[CH:13][CH:14]=[CH:15][C:10]=3[C:9]([NH:8][C:4]3[CH:5]=[CH:6][CH:7]=[C:2]([F:1])[CH:3]=3)=[O:17])=[O:29])[CH2:31][CH2:32]2)=[CH:20][CH:19]=1 |f:2.3|. Reported procedure: Using the procedure described in Example-138, N-(3-fluorophenyl)-2-aminobenzamide (1.3 mmol) and N-(4-pyridyl)isonipecotoyl chloride (2.6 mmol), purifying with RPHPLC Method D, yielded 402 mg (68%) of the title compound. Reported procedure: triphenylphosphine (6.8 g); cis-4-hydroxy-5,6-dihydro-6-methyl-4-H-thieno-[2,3-b]-thiopyran-7,7-dioxide (5 g) and N-ethyl-2-nitrobenzenesulfonamide (5.54 g) are mixed under nitrogen atmosphere. The mixture is cooled at −30° C. and diisopropyl azadicarboxylate (4.8 mL) is added. It is stirred until completing the transformation. It is filtered, washed and dried. The isolated raw product is column-purified to give 8.07 g of trans-4-[N-ethyl-N-(2-nitrobenzenesulfonyl)amino]-5,6-dihydro-6-methyl-4-H... RXN SMILES: C1(P(C2C=CC=CC=2)C2C=CC=CC=2)C=CC=CC=1.O[C@H:21]1[CH2:26][C@@H:25]([CH3:27])[S:24](=[O:29])(=[O:28])[C:23]2[S:30][CH:31]=[CH:32][C:22]1=2.[CH2:33]([NH:35][S:36]([C:39]1[CH:44]=[CH:43][CH:42]=[CH:41][C:40]=1[N+:45]([O-:47])=[O:46])(=[O:38])=[O:37])[CH3:34]>>[CH2:33]([N:35]([C@H:21]1[CH2:26][C@H:25]([CH3:27])[S:24](=[O:29])(=[O:28])[C:23]2[S:30][CH:31]=[CH:32][C:22]1=2)[S:36]([C:39]1[CH:44]=[CH:43][CH:42]=[CH:41][C:40]=1[N+:45]([O-:47])=[O:46])(=[O:37])=[O:38])[CH3:34]. The yield is 81.8%. Run at temperature -30 celsius. Starting materials: C1(=CC=CC=C1)P(C1=CC=CC=C1)C1=CC=CC=C1 (triphenylphosphine), O[C@@H]1C2=C(S([C@@H](C1)C)(=O)=O)SC=C2 (cis-4-hydroxy-5,6-dihydro-6-methyl-4-H-thieno-[2,3-b]-thiopyran-7,7-dioxide), C(C)NS(=O)(=O)C1=C(C=CC=C1)[N+](=O)[O-] (N-ethyl-2-nitrobenzenesulfonamide). The product is C(C)N(S(=O)(=O)C1=C(C=CC=C1)[N+](=O)[O-])[C@@H]1C2=C(S([C@H](C1)C)(=O)=O)SC=C2 (trans-4-[N-ethyl-N-(2-nitrobenzenesulfonyl)amino]-5,6-dihydro-6-methyl-4-H-thieno-[2,3-b]-thiopyran-7,7-dioxide). The reactants are C(C1=CC=CC=C1)OC(=O)C=1C=C2C(=NC1)N(C=C2)[Si](C(C)C)(C(C)C)C(C)C (1-Triisopropylsilanyl-1H-pyrrolo[2,3-b]pyridine-5-carboxylic acid benzyl ester), O1CCCC1 (Tetrahydrofuran), [F-].C(CCC)[N+](CCCC)(CCCC)CCCC (Tetra-n-butylammonium fluoride). Solvent: O (water). Reaction conditions: time 30 minute. Yields the product C(C1=CC=CC=C1)OC(=O)C=1C=C2C(=NC1)NC=C2 (1H-Pyrrolo[2,3-b]pyridine-5-carboxylic acid benzyl ester). Yield: 35.6%. RXN SMILES: [CH2:1]([O:8][C:9]([C:11]1[CH:12]=[C:13]2[CH:19]=[CH:18][N:17]([Si](C(C)C)(C(C)C)C(C)C)[C:14]2=[N:15][CH:16]=1)=[O:10])[C:2]1[CH:7]=[CH:6][CH:5]=[CH:4][CH:3]=1.O1CCCC1.[F-].C([N+](CCCC)(CCCC)CCCC)CCC>O>[CH2:1]([O:8][C:9]([C:11]1[CH:12]=[C:13]2[CH:19]=[CH:18][NH:17][C:14]2=[N:15][CH:16]=1)=[O:10])[C:2]1[CH:3]=[CH:4][CH:5]=[CH:6][CH:7]=1 |f:2.3|. Procedure details: Into a Round bottom flask was added compound 21 (250.0 mg, 0.0006118 mol) and Tetrahydrofuran (5.0 mL, 0.062 mol) and Tetra-n-butylammonium fluoride (190 mg, 0.00073 mol). The reaction mixture was stirred at room temperature for 30 minutes. The reaction mixture was poured into water, extracted with EtOAc. The organic layer was washed with brine, dried over sodium sulfate, concentrated and purified with biotage to give product 22 (55 mg).